Dataset: the Open Reaction Database (ORD), a public repository of structured organic reaction records. Task: describe an organic reaction: reactants, conditions, products, and yield The reactants are BrBr, CCCCCCCCc1ccc2c(c1)CCC2=O, ClC(Cl)Cl. The product is CCCCCCCCc1ccc2c(c1)CC(Br)C2=O. RXN SMILES: [Br:19][Br:20].[CH2:1]([CH2:2][CH2:3][CH2:4][CH2:5][CH2:6][CH2:7][CH3:8])[c:9]1[cH:10][c:11]2[c:15]([cH:16][cH:17]1)[C:14](=[O:18])[CH2:13][CH2:12]2.[Cl:21][CH:22]([Cl:23])[Cl:24]>>[CH2:1]([CH2:2][CH2:3][CH2:4][CH2:5][CH2:6][CH2:7][CH3:8])[c:9]1[cH:10][c:11]2[c:15]([cH:16][cH:17]1)[C:14](=[O:18])[CH:13]([Br:19])[CH2:12]2. Starting materials: NCC(C)O (1-amino-2-propanol), Cl (HCl), ClS(=O)(=O)C1=C(C(=O)OC)C(=CC=C1)[N+](=O)[O-] (methyl 2-chlorosulfonyl-6-nitrobenzoate), ice. Run in C1CCOC1 (THF), C1CCOC1 (THF). Product: OC(CNS(=O)(=O)C1=C(C(=O)OC)C(=CC=C1)[N+](=O)[O-])C (Methyl 2-[N-(2-Hydroxy-1-propyl)aminosulfonyl]-6-nitrobenzoate). Yield: 63.5%. Reaction SMILES: Cl[S:2]([C:5]1[CH:14]=[CH:13][CH:12]=[C:11]([N+:15]([O-:17])=[O:16])[C:6]=1[C:7]([O:9][CH3:10])=[O:8])(=[O:4])=[O:3].[NH2:18][CH2:19][CH:20]([OH:22])[CH3:21].Cl>C1COCC1>[OH:22][CH:20]([CH3:21])[CH2:19][NH:18][S:2]([C:5]1[CH:14]=[CH:13][CH:12]=[C:11]([N+:15]([O-:17])=[O:16])[C:6]=1[C:7]([O:9][CH3:10])=[O:8])(=[O:4])=[O:3]. Procedure details: A solution of methyl 2-chlorosulfonyl-6-nitrobenzoate (2.80g, 10 mmol) in 100 ml of THF was cooled in an ice-bath and stirred while a solution of 1-amino-2-propanol (1.65g, 22 mmol) in 10 ml of THF was added dropwise over a period of 50 minutes. After stirring an additional 30 minutes in the ice-bath, the reaction mixture was acidified by the addition of 3 ml of 1.2N HCl. The THF was evaporated under reduced pressure and the residue taken up in 100 ml of ethyl acetate. After extracting with 4×20... Starting materials: BrC=1C=CC=2COCC=3C2C1C=CC3 (6-bromo-1H,3H-naphtho[1,8-cd]pyran), C[C@H]1NCCNC1 (2-(R)-methylpiperazine), C1(=CC=CC=C1)P(C1=C(C2=CC=CC=C2C=C1)C1=C(C=CC2=CC=CC=C12)P(C1=CC=CC=C1)C1=CC=CC=C1)C1=CC=CC=C1 (rac-2,2′-bis(diphenylphosphino)-1,1′-binaphthyl), CC(C)([O-])C.[Na+] (sodium tert-butoxide). Reagents/catalysts: C=1C=CC(=CC1)/C=C/C(=O)/C=C/C2=CC=CC=C2.C=1C=CC(=CC1)/C=C/C(=O)/C=C/C2=CC=CC=C2.C=1C=CC(=CC1)/C=C/C(=O)/C=C/C2=CC=CC=C2.[Pd].[Pd] (tris(dibenzylideneacetone)dipalladium(0)). Run in C1(=CC=CC=C1)C (toluene). Product: C[C@@H]1CN(CCN1)C=1C=CC=2COCC=3C2C1C=CC3 ((3R)-3-methyl-1-(1H,3H-naphtho[1,8-cd]pyran-6-yl)piperazine). As a reaction SMILES: Br[C:2]1[CH:3]=[CH:4][C:5]2[CH2:6][O:7][CH2:8][C:9]3[C:10]=2[C:11]=1[CH:12]=[CH:13][CH:14]=3.[CH3:15][C@@H:16]1[CH2:21][NH:20][CH2:19][CH2:18][NH:17]1.C1(P(C2C=CC=CC=2)C2C=CC3C(=CC=CC=3)C=2C2C3C(=CC=CC=3)C=CC=2P(C2C=CC=CC=2)C2C=CC=CC=2)C=CC=CC=1.CC(C)([O-])C.[Na+]>C1(C)C=CC=CC=1.C1C=CC(/C=C/C(/C=C/C2C=CC=CC=2)=O)=CC=1.C1C=CC(/C=C/C(/C=C/C2C=CC=CC=2)=O)=CC=1.C1C=CC(/C=C/C(/C=C/C2C=CC=CC=2)=O)=CC=1.[Pd].[Pd]>[CH3:15][C@H:16]1[NH:17][CH2:18][CH2:19][N:20]([C:2]2[CH:3]=[CH:4][C:5]3[CH2:6][O:7][CH2:8][C:9]4[C:10]=3[C:11]=2[CH:12]=[CH:13][CH:14]=4)[CH2:21]1 |f:3.4,6.7.8.9.10|. Procedure details: A mixture of 6-bromo-1H,3H-naphtho[1,8-cd]pyran (0.30 g, 1.2 mmol), 2-(R)-methylpiperazine (0.145 g, 1.44 mmol), tris(dibenzylideneacetone)dipalladium(0) (55 mg, 0.06 mmol), rac-2,2′-bis(diphenylphosphino)-1,1′-binaphthyl (56 mg, 0.09 mmol) and sodium tert-butoxide (0.162 g, 1.68 mmol) in toluene (5 mL) was heated under reflux for 2 h. The solvent was evaporated in vacuo and the crude mixture purified by column chromatography on silica gel, eluting with dichloromethane/methanol (9:1), to yield (... Reactants: C1(=CC=CC2=CC=CC=C12)C1=CC=CC2=CC=CC=C12 (binaphthyl), O1C=NCC1 (oxazoline), CC(CC1=C(C=CC=C1)O)=C(C)C (2-(2,3-dimethyl-2-butenyl)-phenol), C1(C=CC(C=C1)=O)=O (benzoquinone). Reagents/catalysts: [Pd] (palladium). The solvent is CO (methanol). Conditions: temperature 60 celsius, time 20 hour. Yields the product C(=C)(C)[C@]1(OC2=C(C1)C=CC=C2)C ((S)-2-isopropenyl-2-methyl-2,3-dihydrobenzofuran). Reaction SMILES: C1(C2C3C(=CC=CC=3)C=CC=2)C2C(=CC=CC=2)C=CC=1.O1CCN=C1.[CH3:26][C:27](=[C:36]([CH3:38])[CH3:37])[CH2:28][C:29]1[CH:34]=[CH:33][CH:32]=[CH:31][C:30]=1[OH:35].C1(=O)C=CC(=O)C=C1>[Pd].CO>[C:36]([C@:27]1([CH3:26])[CH2:28][C:29]2[CH:34]=[CH:33][CH:32]=[CH:31][C:30]=2[O:35]1)([CH3:38])=[CH2:37]. Procedure: A polymer-carrying optically active binaphthyl type oxazoline compound-palladium complex (palladium content, 0.02 mmol), 35.2 mg (0.2 mmol) of 2-(2,3-dimethyl-2-butenyl)-phenol and 86.4 mg (0.8 mmol) of benzoquinone were added to 1 ml of methanol and then stirred at 60° C. for 20 hours. After cooling to room temperature, the resin was filtered and washed twice with 1 ml of methanol. The solution was concentrated under a reduced pressure, and the resulting residue was purified by a silica gel col... The reactants are OC=1C=NC=CC1 (3-hydroxypyridine), C([O-])([O-])=O.[K+].[K+] (potassium carbonate), FC1=CC(=CC(=C1)[N+](=O)[O-])F (1,3-difluoro-5-nitrobenzene). Run in CN(C=O)C (dimethylformamide), [Cl-].[NH4+] (ammonium chloride). Reaction conditions: temperature 100 celsius, time 6 hour. Product: FC=1C=C(OC=2C=NC=CC2)C=C(C1)[N+](=O)[O-] (3-(3-fluoro-5-nitrophenoxy)pyridine). RXN SMILES: [OH:1][C:2]1[CH:3]=[N:4][CH:5]=[CH:6][CH:7]=1.C(=O)([O-])[O-].[K+].[K+].[F:14][C:15]1[CH:20]=[C:19]([N+:21]([O-:23])=[O:22])[CH:18]=[C:17](F)[CH:16]=1>CN(C)C=O.[Cl-].[NH4+]>[F:14][C:15]1[CH:16]=[C:17]([CH:18]=[C:19]([N+:21]([O-:23])=[O:22])[CH:20]=1)[O:1][C:2]1[CH:3]=[N:4][CH:5]=[CH:6][CH:7]=1 |f:1.2.3,6.7|. Procedure details: To a solution of 3-hydroxypyridine (3.25 g) in dimethylformamide (75 ml), 6.75 g of potassium carbonate and 5.0 g of 1,3-difluoro-5-nitrobenzene were added, and the reaction solution was stirred at 100° C. for 6 hours. The reaction solution was cooled, thereafter diluted with a saturated aqueous ammonium chloride solution, and extracted with ethyl acetate. The combined organic layers were washed with water and a saturated saline solution and dried over anhydrous sodium sulfate. The solvent was d... The reactants are C1(CC1)CN1C(=C(C2=CC=C(C=C12)OCC)F)C1=CC=C(C=C1)[N+](=O)[O-] (1-cyclopropylmethyl-6-ethoxy-3-fluoro-2-(4-nitro-phenyl)-1H-indole), [NH4+].[Cl-] (NH4Cl), C(C)O (ethanol). The reagents and catalysts are [Fe] (iron). Solvent: O (H2O), O (H2O). Conditions: temperature 80 celsius. The product is C1(CC1)CN1C(=C(C2=CC=C(C=C12)OCC)F)C1=CC=C(C=C1)N (4-(1-cyclopropylmethyl-6-ethoxy-3-fluoro-1H-indol-2-yl)-phenylamine). The yield is 83.6%. RXN SMILES: [CH:1]1([CH2:4][N:5]2[C:13]3[C:8](=[CH:9][CH:10]=[C:11]([O:14][CH2:15][CH3:16])[CH:12]=3)[C:7]([F:17])=[C:6]2[C:18]2[CH:23]=[CH:22][C:21]([N+:24]([O-])=O)=[CH:20][CH:19]=2)[CH2:3][CH2:2]1.[NH4+].[Cl-].C(O)C>O.[Fe]>[CH:1]1([CH2:4][N:5]2[C:13]3[C:8](=[CH:9][CH:10]=[C:11]([O:14][CH2:15][CH3:16])[CH:12]=3)[C:7]([F:17])=[C:6]2[C:18]2[CH:19]=[CH:20][C:21]([NH2:24])=[CH:22][CH:23]=2)[CH2:3][CH2:2]1 |f:1.2|. Procedure details: A mixture of 1-cyclopropylmethyl-6-ethoxy-3-fluoro-2-(4-nitro-phenyl)-1H-indole (161 mg, 0.45 mmol), iron powder (170 mg), NH4Cl (170 mg, 3.2 mmol), ethanol (4 mL) and H2O (1.5 mL) were heated at 80° C. for 90 minutes. The reaction mixture was diluted with H2O and was extracted with CH2Cl2. The organic layer was dried and concentrated to provide 4-(1-cyclopropylmethyl-6-ethoxy-3-fluoro-1H-indol-2-yl)-phenylamine (122 mg, 83%) as a white solid.